Dataset: the Open Reaction Database (ORD), a public repository of structured organic reaction records. Task: describe an organic reaction: reactants, conditions, products, and yield Reactants: COC1=C(C=CC=C1)O (ortho-methoxyphenol), O1CCOCC1 (dioxane), C=O (formalin), ClC1=C(CCN)C=CC=C1 (ortho-chlorophenethylamine). Product: ClC1=C(CCN2COC3=C(C2)C=CC=C3OC)C=CC=C1 (3-(2-chlorophenethyl)-8-methoxy-3,4-dihydro-2H-1,3-benzoxazine). As a reaction SMILES: CO[C:3]1[CH:8]=[CH:7]C=[CH:5][C:4]=1O.C=O.[Cl:12][C:13]1[CH:21]=[CH:20][CH:19]=[CH:18][C:14]=1[CH2:15][CH2:16][NH2:17].[O:22]1[CH2:27][CH2:26][O:25][CH2:24][CH2:23]1>>[Cl:12][C:13]1[CH:21]=[CH:20][CH:19]=[CH:18][C:14]=1[CH2:15][CH2:16][N:17]1[CH2:7][C:8]2[CH:3]=[CH:4][CH:5]=[C:27]([O:22][CH3:23])[C:26]=2[O:25][CH2:24]1. Procedure details: To 120 ml. of dioxane are added 5 g. of ortho-methoxyphenol, 9 ml. of 37% formalin and 7.56 g. of ortho-chlorophenethylamine. The mixture is heated on reflux for 3 hours and distilled to remove the solvent. The residue is purified by column chromatography on silica gel with a mixture of acetone and benzene (1:4). The resultant oil is cooled to be solidified. Recrystallization from methanol yields 3-(2-chlorophenethyl)-8-methoxy-3,4-dihydro-2H-1,3-benzoxazine as colorless needles melting at 79°-8... Reactants: CC1=CC(=NN1C=1C=C(C=CC1)C1=C(C=CC=C1)OC(F)(F)F)CO ({5-Methyl-1-[2′-(trifluoromethoxy)-1,1′-biphenyl-3-yl]-1H-pyrazol-3-yl}methanol), C(=O)(N1C=NC=C1)N1C=NC=C1 (1,1′-carbonyldiimidazole), CN (methylamine). Solvent: ClCCl (dichloromethane). Conditions: time 8 hour. Yields the product CNC(OCC1=NN(C(=C1)C)C=1C=C(C=CC1)C1=C(C=CC=C1)OC(F)(F)F)=O ({5-Methyl-1-[2′-(trifluoromethoxy)-1,1′-biphenyl-3-yl]-1H-pyrazol-3-yl}methyl methylcarbamate). Isolated yield 97.0%. RXN SMILES: [CH3:1][C:2]1[N:6]([C:7]2[CH:8]=[C:9]([C:13]3[CH:18]=[CH:17][CH:16]=[CH:15][C:14]=3[O:19][C:20]([F:23])([F:22])[F:21])[CH:10]=[CH:11][CH:12]=2)[N:5]=[C:4]([CH2:24][OH:25])[CH:3]=1.[C:26](N1C=CN=C1)([N:28]1C=CN=[CH:29]1)=[O:27].CN>ClCCl>[CH3:29][NH:28][C:26](=[O:27])[O:25][CH2:24][C:4]1[CH:3]=[C:2]([CH3:1])[N:6]([C:7]2[CH:8]=[C:9]([C:13]3[CH:18]=[CH:17][CH:16]=[CH:15][C:14]=3[O:19][C:20]([F:22])([F:23])[F:21])[CH:10]=[CH:11][CH:12]=2)[N:5]=1. Procedure: To the solution of the alcohol from EXAMPLE 123 (0.050 g, 0.14 mmol) in dry dichloromethane (3 mL) was added 1,1′-carbonyldiimidazole (0.023 g, 0.14 mmol). The reaction solution was stirred at room temperature for one hour before the methylamine was added. The reaction was then stirred at the same temperature for overnight. The reaction was quenched with 10% HCl aqueous, and extracted with dichloromethane (3 times). The combined organic layer was washed with brine, and dried over anhydrous sodiu... The reactants are C(C)(C)(C)OC(NC(C(C)C)C1=NC2=C(N1CC1=CC=CC=C1)C=CC(=C2)Br)=O ([1-(1-Benzyl-5-bromo-1H-benzimidazol-2-yl)-2-methyl-propyl]-carbamic acid tert-butyl ester), FC(C(=O)O)(F)F (trifluoroacetic acid). The solvent is C(Cl)Cl (DCM). Conditions: time 30 minute. Product: C(C1=CC=CC=C1)N1C(=NC2=C1C=CC=C2)C(C(C)C)N (1-(1-Benzyl-1H-benzimidazol-2-yl)-2-methyl-propylamine). Reaction SMILES: C(OC(=O)[NH:7][CH:8]([C:12]1[N:16]([CH2:17][C:18]2[CH:23]=[CH:22][CH:21]=[CH:20][CH:19]=2)[C:15]2[CH:24]=[CH:25][C:26](Br)=[CH:27][C:14]=2[N:13]=1)[CH:9]([CH3:11])[CH3:10])(C)(C)C.FC(F)(F)C(O)=O>C(Cl)Cl>[CH2:17]([N:16]1[C:15]2[CH:24]=[CH:25][CH:26]=[CH:27][C:14]=2[N:13]=[C:12]1[CH:8]([NH2:7])[CH:9]([CH3:10])[CH3:11])[C:18]1[CH:19]=[CH:20][CH:21]=[CH:22][CH:23]=1. Procedure details: To a solution of [1-(1-Benzyl-5-bromo-1H-benzimidazol-2-yl)-2-methyl-propyl]-carbamic acid tert-butyl ester in DCM (2 ml), was added trifluoroacetic acid (0.5 ml). The reaction mixture was stirred at room temperature for 30 minutes. The solvent was removed in vacuo to give the free amine product. The reactants are CO, C[O-], N#Cc1c(F)ccc(F)c1F, [Na+], [Na]. Yields the product COc1c(F)ccc(F)c1C#N. RXN SMILES: [CH3:16][OH:17].[CH3:2][O-:3].[F:5][c:6]1[c:7]([C:8]#[N:9])[c:10]([F:15])[cH:11][cH:12][c:13]1[F:14].[Na+:4].[Na:1]>>[CH3:2][O:3][c:6]1[c:7]([C:8]#[N:9])[c:10]([F:15])[cH:11][cH:12][c:13]1[F:14]. Reactants: C(#N)CC1=CC=C(C=C1)C1CCC(CC1)N1CC(C1)NC(=O)CNC(C1=CC(=CC=C1)C(F)(F)F)=O (N-({1-[4-(4-cyanomethyl-phenyl)-cyclohexyl]-azetidin-3-ylcarbamoyl}-methyl)-3-trifluoromethyl-benzamide), [NH4+].[Cl-] (NH4Cl). Run in O1CCOCC1 (dioxane). Procedure details: A solution of N-({1-[4-(4-cyanomethyl-phenyl)-cyclohexyl]-azetidin-3-ylcarbamoyl}-methyl)-3-trifluoromethyl-benzamide (as prepared in Example 21, 250 mg, 0.50 mmol) in dioxane (2 mL) and saturated NH4Cl (2 mL) was heated in a sealed tube to 120° C. overnight. The solvent was removed in vacuo and the residue was purified on a silica gel column using a CombiFlash® system using ethyl acetate and 7N NH3 in MeOH as eluent (from pure ethyl acetate to 5% 7N NH3 in MeOH in ethyl acetate) to afford the t... As a reaction SMILES: [C:1]([CH2:3][C:4]1[CH:9]=[CH:8][C:7]([CH:10]2[CH2:15][CH2:14][CH:13]([N:16]3[CH2:19][CH:18]([NH:20][C:21]([CH2:23][NH:24][C:25](=[O:36])[C:26]4[CH:31]=[CH:30][CH:29]=[C:28]([C:32]([F:35])([F:34])[F:33])[CH:27]=4)=[O:22])[CH2:17]3)[CH2:12][CH2:11]2)=[CH:6][CH:5]=1)#[N:2].[NH4+:37].[Cl-]>O1CCOCC1>[C:1]([CH2:3][C:4]1[CH:5]=[CH:6][C:7]([CH:10]2[CH2:15][CH2:14][CH:13]([N:16]3[CH2:19][CH:18]([NH:20][C:21]([CH2:23][NH:24][C:25](=[O:36])[C:26]4[CH:31]=[CH:30][CH:29]=[C:28]([C:32]([F:34])([F:35])[F:33])[CH:27]=4)=[O:22])[CH2:17]3)[CH2:12][CH2:11]2)=[CH:8][CH:9]=1)(=[NH:37])[NH2:2] |f:1.2|. Yields the product C(N)(=N)CC1=CC=C(C=C1)C1CCC(CC1)N1CC(C1)NC(=O)CNC(C1=CC(=CC=C1)C(F)(F)F)=O (N-({1-[4-(4-Carbamimidoylmethyl-phenyl)-cyclohexyl]-azetidin-3-ylcarbamoyl}-methyl)-3-trifluoromethyl-benzamide). Starting materials: COC=1C=C(C=CC1NC=2C=3C=CC=CC3N=C4C2C=CC=C4)NS(=O)(=O)C (m-AMSA), O=C([C@H](O)[C@@H](O)[C@H](O)[C@H](O)CO)O.O (D-gluconic acid water), 3A. Solvent: C(C)O (ethanol). Run at time 16 hour. Product: COC=1C=C(C=CC1NC=2C=3C=CC=CC3N=C4C2C=CC=C4)NS(=O)(=O)C.O=C([C@H](O)[C@@H](O)[C@H](O)[C@H](O)CO)[O-] (m-AMSA D-gluconate). Isolated yield 67.2%. Reaction SMILES: [CH3:1][O:2][C:3]1[CH:4]=[C:5]([NH:24][S:25]([CH3:28])(=[O:27])=[O:26])[CH:6]=[CH:7][C:8]=1[NH:9][C:10]1[C:11]2[CH:12]=[CH:13][CH:14]=[CH:15][C:16]=2[N:17]=[C:18]2[CH:23]=[CH:22][CH:21]=[CH:20][C:19]=12.[O:29]=[C:30]([OH:41])[C@@H:31]([C@H:33]([C@@H:35]([C@@H:37]([CH2:39][OH:40])[OH:38])[OH:36])[OH:34])[OH:32].O>C(O)C>[CH3:1][O:2][C:3]1[CH:4]=[C:5]([NH:24][S:25]([CH3:28])(=[O:27])=[O:26])[CH:6]=[CH:7][C:8]=1[NH:9][C:10]1[C:19]2[CH:20]=[CH:21][CH:22]=[CH:23][C:18]=2[N:17]=[C:16]2[CH:15]=[CH:14][CH:13]=[CH:12][C:11]=12.[O:29]=[C:30]([O-:41])[C@@H:31]([C@H:33]([C@@H:35]([C@@H:37]([CH2:39][OH:40])[OH:38])[OH:36])[OH:34])[OH:32] |f:1.2,4.5|. Reported procedure: A solution of 3.93 gm of m-AMSA and 5.15 gm of D-gluconic acid-water solution (38% w/w) in 305 ml of specially denatured 3A anhydrous ethanol at 70°-80° C. is filtered with suction. The filtrate is cooled to 30°-35° C. and 100 ml of anhydrous diethyl ether is added with stirring. After chilling to 0°-5° C. with stirring, the mixture is stored about 16 hours at 5° C. The product is collected, washed with specially denatured 3A anhydrous ethanol and anhydrous diethyl ether (3:1) at 5° C., then wit... The reactants are NC1=CC2=CC=CC=C2C=C1 (2-aminonaphthalene), C(C(=O)C)(=O)OCC(C)C (iso-butyl pyruvate). Yields the product C(C(C)C)OC([C@@H](NC1=CC2=CC=CC=C2C=C1)C)=O (N-(2-naphthyl)alanine iso-butyl ester). RXN SMILES: [NH2:1][C:2]1[CH:11]=[CH:10][C:9]2[C:4](=[CH:5][CH:6]=[CH:7][CH:8]=2)[CH:3]=1.[C:12]([O:17][CH2:18][CH:19]([CH3:21])[CH3:20])(=[O:16])[C:13]([CH3:15])=O>>[CH2:18]([O:17][C:12](=[O:16])[C@H:13]([CH3:15])[NH:1][C:2]1[CH:11]=[CH:10][C:9]2[C:4](=[CH:5][CH:6]=[CH:7][CH:8]=2)[CH:3]=1)[CH:19]([CH3:21])[CH3:20]. Procedure details: Following General Procedure AA above and using 2-aminonaphthalene (Aldrich) and iso-butyl pyruvate (prepared by following General Procedure AO above), the title compound was prepared as an oil. Purification was by preparative plate chromatography (silica gel using 25% EtOAc/hexanes as the eluant). The reactants are [N+](=O)([O-])C1=CC=C(C=C1)CCC(=O)O (3-(4-nitrophenyl)propionic acid), CN(C=O)C (N,N-dimethylformamide), C(C(=O)Cl)(=O)Cl (oxalyl chloride). Solvent: O1CCCC1 (tetrahydrofuran). Reaction conditions: time 1 hour. Yields the product [N+](=O)([O-])C1=CC=C(C=C1)CCC(=O)N (3-(4-nitrophenyl)propanamide). Isolated yield 88.0%. Reaction SMILES: [N+:1]([C:4]1[CH:9]=[CH:8][C:7]([CH2:10][CH2:11][C:12]([OH:14])=O)=[CH:6][CH:5]=1)([O-:3])=[O:2].C[N:16](C)C=O.C(Cl)(=O)C(Cl)=O>O1CCCC1>[N+:1]([C:4]1[CH:9]=[CH:8][C:7]([CH2:10][CH2:11][C:12]([NH2:16])=[O:14])=[CH:6][CH:5]=1)([O-:3])=[O:2]. Procedure: To a mixture of 3-(4-nitrophenyl)propionic acid (13.45 g), N,N-dimethylformamide (0.1 mL) and tetrahydrofuran (300 mL) was added dropwise oxalyl chloride (10.5 g) at room temperature. The reaction mixture was stirred at room temperature for 1 hr. and concentrated. The obtained residue was dissolved in tetrahydrofuran (50 mL) and added dropwise to a mixture of 25% aqueous ammonia (100 mL) and tetrahydrofuran (100 mL) at room temperature. The reaction mixture was stirred at room temperature for 2 ...